Dataset: the Open Reaction Database (ORD), a public repository of structured organic reaction records. Task: describe an organic reaction: reactants, conditions, products, and yield The reactants are CC(N=C=NC(C)C)C (DIC), O(C1=CC=CC=C1)CC1=NC2=C(N1CC1=CC=C(C=C1)OC(F)(F)F)C=CC(=C2)C(=O)O (2-phenoxymethyl-1-(4-trifluoromethoxy-benzyl)-1H-benzoimidazole-5-carboxylic acid), C(CCCCCC)N (heptylamine). The solvent is C1CCOC1 (THF). Run at time 16 hour. Product: C(CCCCCC)NC(=O)C1=CC2=C(N(C(=N2)COC2=CC=CC=C2)CC2=CC=C(C=C2)OC(F)(F)F)C=C1 (2-Phenoxymethyl-1-(4-trifluoromethoxy-benzyl)-1H-benzoimidazole-5-carboxylic acid heptylamide). As a reaction SMILES: [O:1]([CH2:8][C:9]1[N:13]([CH2:14][C:15]2[CH:20]=[CH:19][C:18]([O:21][C:22]([F:25])([F:24])[F:23])=[CH:17][CH:16]=2)[C:12]2[CH:26]=[CH:27][C:28]([C:30]([OH:32])=O)=[CH:29][C:11]=2[N:10]=1)[C:2]1[CH:7]=[CH:6][CH:5]=[CH:4][CH:3]=1.CC(C)N=C=NC(C)C.[CH2:42]([NH2:49])[CH2:43][CH2:44][CH2:45][CH2:46][CH2:47][CH3:48]>C1COCC1>[CH2:42]([NH:49][C:30]([C:28]1[CH:27]=[CH:26][C:12]2[N:13]([CH2:14][C:15]3[CH:16]=[CH:17][C:18]([O:21][C:22]([F:23])([F:24])[F:25])=[CH:19][CH:20]=3)[C:9]([CH2:8][O:1][C:2]3[CH:7]=[CH:6][CH:5]=[CH:4][CH:3]=3)=[N:10][C:11]=2[CH:29]=1)=[O:32])[CH2:43][CH2:44][CH2:45][CH2:46][CH2:47][CH3:48]. Procedure details: 0.16 mmol of 2-phenoxymethyl-1-(4-trifluoromethoxy-benzyl)-1H-benzoimidazole-5-carboxylic acid were dissolved in 1 ml THF with 1 eq. DIC. After 15 min 1.5 eq of heptylamine were added and the reaction stirred at room temperature for 16 h. The crude material was purified via reversed phase preparative HPLC. MS(ISP): 540.3 (M+H)+. The reactants are C(C1=CC=CC=C1)N1CC(OCC1)CCO (2-(4-benzyl-2-morpholinyl)ethanol), S(=O)(Cl)Cl (thionyl chloride). Run in C(Cl)(Cl)Cl (chloroform). Yields the product ClCCC1CN(CCO1)CC1=CC=CC=C1 (2-(2-chloroethyl)-4-benzylmorpholine). Isolated yield 121.1%. Reaction SMILES: [CH2:1]([N:8]1[CH2:13][CH2:12][O:11][CH:10]([CH2:14][CH2:15]O)[CH2:9]1)[C:2]1[CH:7]=[CH:6][CH:5]=[CH:4][CH:3]=1.S(Cl)([Cl:19])=O>C(Cl)(Cl)Cl>[Cl:19][CH2:15][CH2:14][CH:10]1[O:11][CH2:12][CH2:13][N:8]([CH2:1][C:2]2[CH:7]=[CH:6][CH:5]=[CH:4][CH:3]=2)[CH2:9]1. Procedure: To 200 ml of toluene is added 58 g of a solution of 70% RDB in toluene and to the mixture is added dropwise a solution of 26.3 of ethyl 4-benzyl-2-morpholinylacetate in 50 ml of toluene below 10° C. Further, after ice-cooling for 30 minutes, the mixture is stirred at room temperature overnight. After to the reaction mixture is successively added 20 ml of acetone and 100 ml of water, the inorganic substance precipitated is filtered off. The toluene layer is separated from the filtrate and dried o...